From a dataset of the Open Reaction Database (ORD), a public repository of structured organic reaction records. describe an organic reaction: reactants, conditions, products, and yield RXN SMILES: [Br:1][c:2]1[c:3]([O:9][CH3:10])[cH:4][c:5]([Cl:8])[cH:6][cH:7]1.[CH2:11]([CH2:12][C:13]#[CH:14])[OH:15].[CH2:16]1[CH2:17][NH:18][CH2:19][CH2:20]1.[Cu:98][I:99].[cH:21]1[cH:22][cH:23][c:24]([P:25]([Pd:26]([P:27]([c:28]2[cH:29][cH:30][cH:31][cH:32][cH:33]2)([c:34]2[cH:35][cH:36][cH:37][cH:38][cH:39]2)[c:40]2[cH:41][cH:42][cH:43][cH:44][cH:45]2)([P:46]([c:47]2[cH:48][cH:49][cH:50][cH:51][cH:52]2)([c:53]2[cH:54][cH:55][cH:56][cH:57][cH:58]2)[c:59]2[cH:60][cH:61][cH:62][cH:63][cH:64]2)[P:65]([c:66]2[cH:67][cH:68][cH:69][cH:70][cH:71]2)([c:72]2[cH:73][cH:74][cH:75][cH:76][cH:77]2)[c:78]2[cH:79][cH:80][cH:81][cH:82][cH:83]2)([c:84]2[cH:85][cH:86][cH:87][cH:88][cH:89]2)[c:90]2[cH:91][cH:92][cH:93][cH:94][cH:95]2)[cH:96][cH:97]1>>[c:2]1([C:14]#[C:13][CH2:12][CH2:11][OH:15])[c:3]([O:9][CH3:10])[cH:4][c:5]([Cl:8])[cH:6][cH:7]1. Starting materials: COc1cc(Cl)ccc1Br, C#CCCO, C1CCNC1, [Cu]I, c1ccc(P(c2ccccc2)(c2ccccc2)[Pd](P(c2ccccc2)(c2ccccc2)c2ccccc2)(P(c2ccccc2)(c2ccccc2)c2ccccc2)P(c2ccccc2)(c2ccccc2)c2ccccc2)cc1. Yields the product COc1cc(Cl)ccc1C#CCCO.